Dataset: the Open Reaction Database (ORD), a public repository of structured organic reaction records. Task: describe an organic reaction: reactants, conditions, products, and yield Reactants: CCOC(=O)Cl, ClCCl, N#CCNCc1ccccc1[N+](=O)[O-], c1ccncc1. Yields the product CCOC(=O)N(CC#N)Cc1ccccc1[N+](=O)[O-]. As a reaction SMILES: [Cl:21][C:22](=[O:23])[O:24][CH2:25][CH3:26].[Cl:27][CH2:28][Cl:29].[N+:7](=[O:8])([O-:9])[c:10]1[c:11]([CH2:12][NH:13][CH2:14][C:15]#[N:16])[cH:17][cH:18][cH:19][cH:20]1.[cH:1]1[cH:2][cH:3][n:4][cH:5][cH:6]1>>[N+:7](=[O:8])([O-:9])[c:10]1[c:11]([CH2:12][N:13]([CH2:14][C:15]#[N:16])[C:22](=[O:23])[O:24][CH2:25][CH3:26])[cH:17][cH:18][cH:19][cH:20]1. Reactants: FC1(CCC(CC1)=CC=1C([C@@H]2CC[C@]3([C@@]4(CC[C@@]5([C@@H]([C@H]4CC[C@@H]3[C@]2(CC1)C)[C@@H](CC5)C(=C)C)NCCN5CCC(CC5)S(=O)(=O)C)C)C)(C)C)C(=O)O (1-fluoro-4-(((1R,3aS,5aR,5bR,7aR,11aS,11bR,13aR,13bR)-5a,5b,8,8,11a-pentamethyl-3a-((2-(4-(methylsulfonyl)piperidin-1-yl)ethyl)amino)-1-(prop-1-en-2-yl)-2,3,3a,4,5,5a,5b,6,7,7a,8,11,11a,11b,12,13,13a,13b-octadecahydro-1H-cyclopenta[a]chrysen-9-yl)methylene)cyclohexanecarboxylic acid), (1R,3aS,5aR,5bR,7aR,11aR,11bR,13aR,13bR)-5a,5b,8,8,11a-pentamethyl-3a-((2-(4-(methylsulfonyl)piperidin-1-yl)ethyl)amino)-1-(prop-1-en-2-yl)-2,3,3a,4,5,5a,5b,6,7,7a,8,11,11a,11b,12,13,13a,13b-octadecahydro-1H-cyclopenta[a]chrysen-9-yltrifluoromethanesulfonate, C(\C=C\C=C)(=O)OC ((E)-methyl penta-2,4-dienoate). The product is C[C@]12CC[C@@]3([C@@H]([C@H]2CC[C@@H]2[C@]4(CC=C(C([C@@H]4CC[C@@]12C)(C)C)C=CC=CC(=O)OC)C)[C@@H](CC3)C(=C)C)NCCN3CCC(CC3)S(=O)(=O)C (methyl 5-((1R,3aS,5aR,5bR,7aR,11aS,11bR,13aR,13bR)-5a,5b,8,8,11a-pentamethyl-3a-((2-(4-(methylsulfonyl)piperidin-1-yl)ethyl)amino)-1-(prop-1-en-2-yl)-2,3,3a,4,5,5a,5b,6,7,7a,8,11,11a,11b,12,13,13a,13b-octadecahydro-1H-cyclopenta[a]chrysen-9-yl)penta-2,4-dienoate). RXN SMILES: FC1(C(O)=O)CC[C:5](=[CH:8][C:9]2[C:10]([CH3:50])([CH3:49])[C@H:11]3[C@:24]([CH3:27])([CH2:25][CH:26]=2)[C@@H:23]2[C@:14]([CH3:48])([C@@:15]4([CH3:47])[C@H:20]([CH2:21][CH2:22]2)[C@H:19]2[C@H:28]([C:31]([CH3:33])=[CH2:32])[CH2:29][CH2:30][C@:18]2([NH:34][CH2:35][CH2:36][N:37]2[CH2:42][CH2:41][CH:40]([S:43]([CH3:46])(=[O:45])=[O:44])[CH2:39][CH2:38]2)[CH2:17][CH2:16]4)[CH2:13][CH2:12]3)CC1.[C:54]([O:60][CH3:61])(=[O:59])/[CH:55]=[CH:56]/C=C>>[CH3:47][C@:15]12[C@@:14]3([CH3:48])[C@@H:23]([C@:24]4([CH3:27])[C@@H:11]([CH2:12][CH2:13]3)[C:10]([CH3:50])([CH3:49])[C:9]([CH:8]=[CH:5][CH:56]=[CH:55][C:54]([O:60][CH3:61])=[O:59])=[CH:26][CH2:25]4)[CH2:22][CH2:21][C@@H:20]1[C@H:19]1[C@H:28]([C:31]([CH3:33])=[CH2:32])[CH2:29][CH2:30][C@:18]1([NH:34][CH2:35][CH2:36][N:37]1[CH2:38][CH2:39][CH:40]([S:43]([CH3:46])(=[O:44])=[O:45])[CH2:41][CH2:42]1)[CH2:17][CH2:16]2. Procedure: The title compound was prepared following the procedure described in step 1 of the preparation of 1-fluoro-4-(((1R,3aS,5aR,5bR,7aR,11aS,11bR,13aR,13bR)-5a,5b,8,8,11a-pentamethyl-3a-((2-(4-(methylsulfonyl)piperidin-1-yl)ethyl)amino)-1-(prop-1-en-2-yl)-2,3,3a,4,5,5a,5b,6,7,7a,8,11,11a,11b,12,13,13a,13b-octadecahydro-1H-cyclopenta[a]chrysen-9-yl)methylene)cyclohexanecarboxylic acid using (1R,3aS,5aR,5bR,7aR,11aR,11bR,13aR,13bR)-5a,5b,8,8,11a-pentamethyl-3a-((2-(4-(methylsulfonyl)piperidin-1-yl)ethy...